Dataset: the Open Reaction Database (ORD), a public repository of structured organic reaction records. Task: describe an organic reaction: reactants, conditions, products, and yield Procedure: A stirred solution of the above Compound 17a (404 mg, 1.28 mmol), N-bromosuccinimide (239 mg, 1.35 mmol) and AIBN (11 mg, 0.064 mmol) in CCl4 (3 mL) was heated to reflux and placed under a 300 W lamp for 18 h. The solution was diluted with CH2Cl2 (15 mL), extracted with H2O (3×10 mL), brine (40 mL), dried (MgSO4), filtered and concentrated. Flash chromatography (SiO2, 15–20% EtOAc-hexanes) provided the title compound (287 mg, 0.728 mmol, 57%). Starting materials: BrC1=NC=CC(=C1)C=1C(=NOC1C)C1=CC=CC=C1 (2-Bromo-4-(5-methyl-3-phenyl-isoxazol-4-yl)-pyridine), BrN1C(CCC1=O)=O (N-bromosuccinimide). Solvent: C(Cl)(Cl)(Cl)Cl (CCl4), C(Cl)Cl (CH2Cl2). Yields the product EtOAc-hexanes, BrC1=NC=CC(=C1)C=1C(=NOC1CBr)C1=CC=CC=C1 (2-Bromo-4-(5-bromomethyl-3-phenyl-isoxazol-4-yl)-pyridine). Reaction SMILES: [Br:1][C:2]1[CH:7]=[C:6]([C:8]2[C:9]([C:14]3[CH:19]=[CH:18][CH:17]=[CH:16][CH:15]=3)=[N:10][O:11][C:12]=2[CH3:13])[CH:5]=[CH:4][N:3]=1.[Br:20]N1C(=O)CCC1=O>C(Cl)(Cl)(Cl)Cl.C(Cl)Cl.CC(N=NC(C#N)(C)C)(C#N)C>[Br:1][C:2]1[CH:7]=[C:6]([C:8]2[C:9]([C:14]3[CH:15]=[CH:16][CH:17]=[CH:18][CH:19]=3)=[N:10][O:11][C:12]=2[CH2:13][Br:20])[CH:5]=[CH:4][N:3]=1. The yield is 56.9%. Reagents/catalysts: CC(C)(C#N)N=NC(C)(C)C#N (AIBN). Run at time 18 hour. The reactants are COC(=O)C1=CC(=CC(=N1)C1=NC(=CC=C1)C1=NC(=CC(=C1)C1=CC(=CC=C1)[N+](=O)[O-])C(=O)OC)C1=CC(=CC=C1)[N+](=O)[O-] (6,6"-Bis(methoxycarbonyl)-4,4"-bis(3-nitrophenyl)-2,2';6',2"-terpyridine), OCC1=CC(=CC(=N1)C1=NC(=CC=C1)C1=NC(=CC(=C1)C1=CC=CC=C1)CO)C1=CC=CC=C1 (6,6"-Bis(hydroxymethyl)-4,4"-diphenyl-2,2';6',2"-terpyridine). The product is OCC1=CC(=CC(=N1)C1=NC(=CC=C1)C1=NC(=CC(=C1)C1=CC(=CC=C1)[N+](=O)[O-])CO)C1=CC(=CC=C1)[N+](=O)[O-] (6,6"-Bis(hydroxymethyl)-4,4"-bis(3-nitrophenyl)-2,2';6',2"-terpyridine). Isolated yield 56.0%. As a reaction SMILES: C[O:2][C:3]([C:5]1[N:10]=[C:9]([C:11]2[CH:16]=[CH:15][CH:14]=[C:13]([C:17]3[CH:22]=[C:21]([C:23]4[CH:28]=[CH:27][CH:26]=[C:25]([N+:29]([O-:31])=[O:30])[CH:24]=4)[CH:20]=[C:19]([C:32](OC)=[O:33])[N:18]=3)[N:12]=2)[CH:8]=[C:7]([C:36]2[CH:41]=[CH:40][CH:39]=[C:38]([N+:42]([O-:44])=[O:43])[CH:37]=2)[CH:6]=1)=O.OCC1N=C(C2C=CC=C(C3C=C(C4C=CC=CC=4)C=C(CO)N=3)N=2)C=C(C2C=CC=CC=2)C=1>>[OH:2][CH2:3][C:5]1[N:10]=[C:9]([C:11]2[CH:16]=[CH:15][CH:14]=[C:13]([C:17]3[CH:22]=[C:21]([C:23]4[CH:28]=[CH:27][CH:26]=[C:25]([N+:29]([O-:31])=[O:30])[CH:24]=4)[CH:20]=[C:19]([CH2:32][OH:33])[N:18]=3)[N:12]=2)[CH:8]=[C:7]([C:36]2[CH:41]=[CH:40][CH:39]=[C:38]([N+:42]([O-:44])=[O:43])[CH:37]=2)[CH:6]=1. Procedure details: Compound 18c was synthesized from 17c using a method analogous to the synthesis described in 18a. The reactants are CCOC(C)=O, CN(C)C=O, C(=NC1CCCCC1)=NC1CCCCC1, On1nnc2ccccc21, c1cn(CCCN2CCNCC2)cn1, O=C(O)C1CSC(c2cccnc2)N1. The product is O=C(C1CSC(c2cccnc2)N1)N1CCN(CCCn2ccnc2)CC1. RXN SMILES: [CH3:54][CH2:55][O:56][C:57](=[O:58])[CH3:59].[CH3:60][N:61]([CH3:62])[CH:63]=[O:64].[CH:39]1([N:40]=[C:41]=[N:42][CH:43]2[CH2:44][CH2:45][CH2:46][CH2:47][CH2:48]2)[CH2:49][CH2:50][CH2:51][CH2:52][CH2:53]1.[OH:29][n:30]1[c:31]2[cH:32][cH:33][cH:34][cH:35][c:36]2[n:37][n:38]1.[n:15]1([CH2:20][CH2:21][CH2:22][N:23]2[CH2:24][CH2:25][NH:26][CH2:27][CH2:28]2)[cH:16][n:17][cH:18][cH:19]1.[n:1]1[cH:2][c:3]([CH:7]2[S:8][CH2:9][CH:10]([C:12](=[O:13])[OH:14])[NH:11]2)[cH:4][cH:5][cH:6]1>>[n:1]1[cH:2][c:3]([CH:7]2[S:8][CH2:9][CH:10]([C:12](=[O:14])[N:26]3[CH2:25][CH2:24][N:23]([CH2:22][CH2:21][CH2:20][n:15]4[cH:16][n:17][cH:18][cH:19]4)[CH2:28][CH2:27]3)[NH:11]2)[cH:4][cH:5][cH:6]1. Starting materials: C=1C=CC(=CC1)P(=O)(C=2C=CC=CC2)N=[N+]=[N-] (DPPA), CC(C)(C)O (t-BuOH), TEA, CC1=NN=C2N1N=C(C=C2C(=O)O)N([C@@H](C)C2=CC=CC=C2)C ((S)-3-methyl-6-(methyl(1-phenylethyl)amino)-[1,2,4]triazolo[4,3-b]pyridazine-8-carboxylic acid), O1CCOCC1 (1,4-dioxane). Conditions: time 8 hour. Yields the product C(C)(C)(C)OC(NC=1C=2N(N=C(C1)N([C@@H](C)C1=CC=CC=C1)C)C(=NN2)C)=O ((S)-tert-butyl3-methyl-6-(methyl(1-phenylethyl)amino)-[1,2,4]triazolo[4,3-b]pyridazin-8-ylcarbamate). Isolated yield 24.5%. As a reaction SMILES: C1C=CC(P([N:15]=[N+]=[N-])(C2C=CC=CC=2)=O)=CC=1.[CH3:18][C:19]([OH:22])([CH3:21])[CH3:20].[CH3:23][C:24]1[N:28]2[N:29]=[C:30]([N:36]([CH3:45])[C@H:37]([C:39]3[CH:44]=[CH:43][CH:42]=[CH:41][CH:40]=3)[CH3:38])[CH:31]=[C:32](C(O)=O)[C:27]2=[N:26][N:25]=1.[O:46]1[CH2:51]COCC1>>[C:19]([O:22][C:51](=[O:46])[NH:15][C:32]1[C:27]2[N:28]([C:24]([CH3:23])=[N:25][N:26]=2)[N:29]=[C:30]([N:36]([CH3:45])[C@H:37]([C:39]2[CH:40]=[CH:41][CH:42]=[CH:43][CH:44]=2)[CH3:38])[CH:31]=1)([CH3:21])([CH3:20])[CH3:18]. Procedure details: A mixture of DPPA (264 mg, 0.96 mmol), t-BuOH (1.0 mL), TEA (0.96 mmol), (S)-3-methyl-6-(methyl(1-phenylethyl)amino)-[1,2,4]triazolo[4,3-b]pyridazine-8-carboxylic acid (200 mg, 0.64 mmol) in anhydrous 1,4-dioxane (10 mL) was heated to reflux and stirred for overnight. The mixture was quenched with water (40 mL) and extracted with EA (30 mL*3). The combined organic layers were washed with brine (50 mL), dried over Na2SO4 and concentrated in vacuum. The residue was purified by flash column chromat...